From a dataset of the Open Reaction Database (ORD), a public repository of structured organic reaction records. describe an organic reaction: reactants, conditions, products, and yield Reactants: O=C1CCc2c(Cl)cc(Cl)c(OS(=O)(=O)C(F)(F)F)c21, [I-], [Na+], CN(C)C=O. The product is O=C1CCc2c(Cl)cc(Cl)c(I)c21. As a reaction SMILES: [Cl:1][c:2]1[c:3]2[c:7]([c:8]([O:12][S:13]([C:14]([F:15])([F:16])[F:17])(=[O:18])=[O:19])[c:9]([Cl:11])[cH:10]1)[C:6](=[O:20])[CH2:5][CH2:4]2.[I-:22].[Na+:21].[O:23]=[CH:24][N:25]([CH3:26])[CH3:27]>>[Cl:1][c:2]1[c:3]2[c:7]([c:8]([I:22])[c:9]([Cl:11])[cH:10]1)[C:6](=[O:20])[CH2:5][CH2:4]2. Reactants: ClC=1C=C(C=2N(N1)C=CN2)NC2=NC(=CC=C2)N2[C@H](CCC2)C ((S)-6-chloro-N-(6-(2-methylpyrrolidin-1-yl)pyridin-2-yl)imidazo[1,2-b]pyridazin-8-amine), CC1(OB(OC1(C)C)C1=CC=C(C(=O)O)C=C1)C (4-(4,4,5,5-tetramethyl-1,3,2-dioxaborolan-2-yl)benzoic acid), CC(C)C1=CC(=C(C(=C1)C(C)C)C2=C(C=CC=C2)P(C3CCCCC3)C4CCCCC4)C(C)C (X-phos), C(=O)([O-])[O-].[Na+].[Na+] (Na2CO3). Reagents/catalysts: C=1C=CC(=CC1)/C=C/C(=O)/C=C/C2=CC=CC=C2.C=1C=CC(=CC1)/C=C/C(=O)/C=C/C2=CC=CC=C2.C=1C=CC(=CC1)/C=C/C(=O)/C=C/C2=CC=CC=C2.[Pd].[Pd] (Pd2(dba)3). Run in O1CCOCC1 (dioxane), O (water). Conditions: temperature 100 celsius. Yields the product C[C@@H]1N(CCC1)C1=CC=CC(=N1)NC=1C=2N(N=C(C1)C1=CC=C(C(=O)O)C=C1)C=CN2 ((S)-4-(8-(6-(2-methylpyrrolidin-1-yl)pyridin-2-ylamino)imidazo[1,2-b]pyridazin-6-yl)benzoic acid). Yield: 89.4%. RXN SMILES: Cl[C:2]1[CH:3]=[C:4]([NH:11][C:12]2[CH:17]=[CH:16][CH:15]=[C:14]([N:18]3[CH2:22][CH2:21][CH2:20][C@@H:19]3[CH3:23])[N:13]=2)[C:5]2[N:6]([CH:8]=[CH:9][N:10]=2)[N:7]=1.CC1(C)C(C)(C)OB([C:32]2[CH:40]=[CH:39][C:35]([C:36]([OH:38])=[O:37])=[CH:34][CH:33]=2)O1.CC(C1C=C(C(C)C)C(C2C=CC=CC=2P(C2CCCCC2)C2CCCCC2)=C(C(C)C)C=1)C.C([O-])([O-])=O.[Na+].[Na+]>O1CCOCC1.O.C1C=CC(/C=C/C(/C=C/C2C=CC=CC=2)=O)=CC=1.C1C=CC(/C=C/C(/C=C/C2C=CC=CC=2)=O)=CC=1.C1C=CC(/C=C/C(/C=C/C2C=CC=CC=2)=O)=CC=1.[Pd].[Pd]>[CH3:23][C@H:19]1[CH2:20][CH2:21][CH2:22][N:18]1[C:14]1[N:13]=[C:12]([NH:11][C:4]2[C:5]3[N:6]([CH:8]=[CH:9][N:10]=3)[N:7]=[C:2]([C:32]3[CH:40]=[CH:39][C:35]([C:36]([OH:38])=[O:37])=[CH:34][CH:33]=3)[CH:3]=2)[CH:17]=[CH:16][CH:15]=1 |f:3.4.5,8.9.10.11.12|. Procedure details: A mixture of (S)-6-chloro-N-(6-(2-methylpyrrolidin-1-yl)pyridin-2-yl)imidazo[1,2-b]pyridazin-8-amine (0.08 g, 0.243 mmol), 4-(4,4,5,5-tetramethyl-1,3,2-dioxaborolan-2-yl)benzoic acid (0.066 g, 0.268 mmol), Pd2(dba)3 (0.028 g, 0.049 mmol), X-phos (0.046 g, 0.097 mmol) and Na2CO3 (0.103 g, 0.992 mmol) in dioxane (20 mL) and water (5 mL) was heated to 100° C. for 16 h in a sealed tube under N2 atmosphere then concentrated in vacuo. The residue was purified by chromatography (silica gel, 15 g, 200-3... Starting materials: CCS(=O)(=O)c1ccc(Br)cc1C(F)(F)F, Nc1ccc(Cl)cc1O. Yields the product CCS(=O)(=O)c1ccc(Oc2cc(Cl)ccc2N)cc1C(F)(F)F. Reaction SMILES: [Br:1][c:2]1[cH:3][c:4]([C:13]([F:14])([F:15])[F:16])[c:5]([S:8](=[O:9])(=[O:10])[CH2:11][CH3:12])[cH:6][cH:7]1.[NH2:17][c:18]1[c:19]([OH:25])[cH:20][c:21]([Cl:24])[cH:22][cH:23]1>>[c:2]1([O:25][c:19]2[c:18]([NH2:17])[cH:23][cH:22][c:21]([Cl:24])[cH:20]2)[cH:3][c:4]([C:13]([F:14])([F:15])[F:16])[c:5]([S:8](=[O:9])(=[O:10])[CH2:11][CH3:12])[cH:6][cH:7]1. Reactants: C(C)(C)(C)OC(=O)N1CCC(=CC1)C1=CC(=CC=C1)C(=O)OCC (4-(3-ethoxycarbonyl-phenyl)-3,6-dihydro-2H-pyridine-1-carboxylic acid tert-butyl ester). Reagents/catalysts: [Pd] (Pd/C). Run in C(C)O (ethanol). The product is C(C)(C)(C)OC(=O)N1CCC(CC1)C1=CC(=CC=C1)C(=O)OCC (4-(3-ethoxycarbonyl-phenyl)-piperidine-1-carboxylic acid tert-butyl ester). The yield is 93.0%. As a reaction SMILES: [C:1]([O:5][C:6]([N:8]1[CH2:13][CH:12]=[C:11]([C:14]2[CH:19]=[CH:18][CH:17]=[C:16]([C:20]([O:22][CH2:23][CH3:24])=[O:21])[CH:15]=2)[CH2:10][CH2:9]1)=[O:7])([CH3:4])([CH3:3])[CH3:2]>C(O)C.[Pd]>[C:1]([O:5][C:6]([N:8]1[CH2:13][CH2:12][CH:11]([C:14]2[CH:19]=[CH:18][CH:17]=[C:16]([C:20]([O:22][CH2:23][CH3:24])=[O:21])[CH:15]=2)[CH2:10][CH2:9]1)=[O:7])([CH3:4])([CH3:3])[CH3:2]. Procedure details: A solution of 4-(3-ethoxycarbonyl-phenyl)-3,6-dihydro-2H-pyridine-1-carboxylic acid tert-butyl ester (11.28 g, 34.035 mmol) in ethanol (680 mL) was pumped through Pd/C cartridge using H-Cube apparatus (20° C., 10 bar, 2 mL/min.). The solvent was then evaporated under reduced pressure to give 4-(3-ethoxycarbonyl-phenyl)-piperidine-1-carboxylic acid tert-butyl ester (10.55 g, 93%), which can be used in the next step without further purification. 1H-NMR (400 MHz, CDCl3): δ=1.39-1.43 (t, 3H), 1.51 (... Starting materials: COC([C@H](NC1=NC=CC=C1NC(C1=CC=C(C=C1)Cl)=O)C)=O ((R)-N-[3-[(4-chlorobenzoyl)amino]-2-pyridinyl]alanine methyl ester), C(CO)O (ethylene glycol), O (water). Product: OCCOC([C@H](N1C(=NC=2C1=NC=CC2)C2=CC=C(C=C2)Cl)C)=O ((R)-2-(4-Chlorophenyl)-α-methyl-3H-imidazo[4,5-b]pyridine-3-acetic acid 2-hydroxyethyl ester). Isolated yield 96.0%. As a reaction SMILES: [CH3:1][O:2][C:3](=[O:23])[C@@H:4]([CH3:22])[NH:5][C:6]1[C:11]([NH:12][C:13](=O)[C:14]2[CH:19]=[CH:18][C:17]([Cl:20])=[CH:16][CH:15]=2)=[CH:10][CH:9]=[CH:8][N:7]=1.O.C(O)[CH2:26][OH:27]>>[OH:27][CH2:26][CH2:1][O:2][C:3](=[O:23])[C@@H:4]([CH3:22])[N:5]1[C:6]2=[N:7][CH:8]=[CH:9][CH:10]=[C:11]2[N:12]=[C:13]1[C:14]1[CH:19]=[CH:18][C:17]([Cl:20])=[CH:16][CH:15]=1. Reported procedure: A solution of (R)-N-[3-[(4-chlorobenzoyl)amino]-2-pyridinyl]alanine methyl ester (27.4 g, 0.0822 mole) in ethylene glycol (150 ml) was refluxed under nitrogen for 1.75 hours and then cooled. One-third of this solution was added to water (1 liter), extracted with ethyl acetate twice and the combined organic layers were washed three times with water and once with a saturated sodium chloride solution. The organic layer was dried over magnesium sulfate, treated with charcoal, filtered, and evaporate... The reactants are Cc1ccccc1, CCOCC, Cc1cc(F)ccc1C(O)(Cc1nnnn1C)c1ccc(F)cc1C, Cc1ccc(S(=O)(=O)O)cc1. The product is Cc1cc(F)ccc1C(=Cc1nnnn1C)c1ccc(F)cc1C. RXN SMILES: [CH3:37][c:38]1[cH:39][cH:40][cH:41][cH:42][cH:43]1.[CH3:44][CH2:45][O:46][CH2:47][CH3:48].[F:1][c:2]1[cH:3][c:4]([CH3:25])[c:5]([C:8]([CH2:9][c:10]2[n:11][n:12][n:13][n:14]2[CH3:15])([OH:16])[c:17]2[c:18]([CH3:24])[cH:19][c:20]([F:23])[cH:21][cH:22]2)[cH:6][cH:7]1.[c:26]1([CH3:27])[cH:28][cH:29][c:30]([S:31]([OH:32])(=[O:33])=[O:34])[cH:35][cH:36]1>>[F:1][c:2]1[cH:3][c:4]([CH3:25])[c:5]([C:8](=[CH:9][c:10]2[n:11][n:12][n:13][n:14]2[CH3:15])[c:17]2[c:18]([CH3:24])[cH:19][c:20]([F:23])[cH:21][cH:22]2)[cH:6][cH:7]1. Reactants: CCOC(=O)C1CCOc2cc(Oc3ccc(C(=O)NCCc4ccc(Br)cc4)cc3)c(Cl)cc21, Cc1ccccc1, C1CCC(P(C2CCCCC2)C2CCCCC2)CC1, OB(O)C1CC1, [K+], [K+], [K+], CC(=O)[O-], CC(=O)[O-], O, O=P([O-])([O-])[O-], [Pd+2]. Yields the product CCOC(=O)C1CCOc2cc(Oc3ccc(C(=O)NCCc4ccc(C5CC5)cc4)cc3)c(Cl)cc21. Reaction SMILES: [Br:1][c:2]1[cH:3][cH:4][c:5]([CH2:6][CH2:7][NH:8][C:9](=[O:10])[c:11]2[cH:12][cH:13][c:14]([O:15][c:16]3[c:17]([Cl:31])[cH:18][c:19]4[c:24]([cH:25]3)[O:23][CH2:22][CH2:21][CH:20]4[C:26](=[O:27])[O:28][CH2:29][CH3:30])[cH:32][cH:33]2)[cH:34][cH:35]1.[CH3:69][c:70]1[cH:71][cH:72][cH:73][cH:74][cH:75]1.[CH:44]1([P:45]([CH:49]2[CH2:50][CH2:51][CH2:52][CH2:53][CH2:54]2)[CH:57]2[CH2:48][CH2:47][CH2:46][CH2:61][CH2:62]2)[CH2:55][CH2:56][CH2:58][CH2:59][CH2:60]1.[CH:63]1([B:64]([OH:65])[OH:66])[CH2:67][CH2:68]1.[K+:41].[K+:42].[K+:43].[O-:77][C:78]([CH3:79])=[O:80].[O-:81][C:82]([CH3:83])=[O:84].[OH2:85].[P:36]([O-:37])([O-:38])([O-:39])=[O:40].[Pd+2:76]>>[c:2]1([CH:61]2[CH2:57][CH2:62]2)[cH:3][cH:4][c:5]([CH2:6][CH2:7][NH:8][C:9](=[O:10])[c:11]2[cH:12][cH:13][c:14]([O:15][c:16]3[c:17]([Cl:31])[cH:18][c:19]4[c:24]([cH:25]3)[O:23][CH2:22][CH2:21][CH:20]4[C:26](=[O:27])[O:28][CH2:29][CH3:30])[cH:32][cH:33]2)[cH:34][cH:35]1. Starting materials: C(C)(=O)OC1=CC=C(C(=O)OC2=C(C(=C(C(=C2F)F)F)F)F)C=C1 (Pentafluorophenyl 4-acetoxybenzoate), Cl (hydrochloric acid). The solvent is O1CCCC1 (tetrahydrofuran), O1CCCC1 (tetrahydrofuran). Run at time 8 hour. The product is OC1=CC=C(C(=O)OC2=C(C(=C(C(=C2F)F)F)F)F)C=C1 (Pentafluorophenyl 4-hydroxybenzoate). The yield is 91.1%. Reaction SMILES: C([O:4][C:5]1[CH:24]=[CH:23][C:8]([C:9]([O:11][C:12]2[C:17]([F:18])=[C:16]([F:19])[C:15]([F:20])=[C:14]([F:21])[C:13]=2[F:22])=[O:10])=[CH:7][CH:6]=1)(=O)C.Cl>O1CCCC1>[OH:4][C:5]1[CH:24]=[CH:23][C:8]([C:9]([O:11][C:12]2[C:13]([F:22])=[C:14]([F:21])[C:15]([F:20])=[C:16]([F:19])[C:17]=2[F:18])=[O:10])=[CH:7][CH:6]=1. Procedure: Pentafluorophenyl 4-acetoxybenzoate (10 g) in tetrahydrofuran was treated with 50 ml of 5M hydrochloric acid and 150 ml of tetrahydrofuran and stirred at room temperature overnight. The solvents were evaporated in vacuo to give a product which was purified by column chromatography (silica; ethyl acetate/hexane mixtures as eluant) to afford the title compound (8 g). Reactants: BrC=1N=CC(=C2C1NC=C2C(C(=O)N2CC1=CC=CC(=C1CC2)C2=NC=CC=C2)=O)OC (1-(7-bromo-4-methoxy-1H-pyrrolo[2,3-c]pyridin-3-yl)-2-(5-(pyridin-2-yl)-3,4-dihydroisoquinolin-2(1H)-yl)ethane-1,2-dione), N1N=CN=C1 (1H-1,2,4-triazole). Reagents/catalysts: [Cu] (copper). Solvent: N1=CC=CC=C1 (pyridine). Conditions: temperature 145 celsius. Yields the product COC1=C2C(=C(N=C1)N1N=CN=C1)NC=C2C(C(=O)N2CC1=CC=CC(=C1CC2)C2=NC=CC=C2)=O (1-(4-methoxy-7-(1H-1,2,4-triazol-1-yl)-1H-pyrrolo[2,3-c]pyridin-3-yl)-2-(5-(pyridin-2-yl)-3,4-dihydroisoquinolin-2(1H)-yl)ethane-1,2-dione). Reaction SMILES: Br[C:2]1[N:3]=[CH:4][C:5]([O:31][CH3:32])=[C:6]2[C:10]([C:11](=[O:30])[C:12]([N:14]3[CH2:23][CH2:22][C:21]4[C:16](=[CH:17][CH:18]=[CH:19][C:20]=4[C:24]4[CH:29]=[CH:28][CH:27]=[CH:26][N:25]=4)[CH2:15]3)=[O:13])=[CH:9][NH:8][C:7]=12.[NH:33]1[CH:37]=[N:36][CH:35]=[N:34]1>N1C=CC=CC=1.[Cu]>[CH3:32][O:31][C:5]1[CH:4]=[N:3][C:2]([N:33]2[CH:37]=[N:36][CH:35]=[N:34]2)=[C:7]2[NH:8][CH:9]=[C:10]([C:11](=[O:30])[C:12]([N:14]3[CH2:23][CH2:22][C:21]4[C:16](=[CH:17][CH:18]=[CH:19][C:20]=4[C:24]4[CH:29]=[CH:28][CH:27]=[CH:26][N:25]=4)[CH2:15]3)=[O:13])[C:6]=12. Procedure: A mixture of 1-(7-bromo-4-methoxy-1H-pyrrolo[2,3-c]pyridin-3-yl)-2-(5-(pyridin-2-yl)-3,4-dihydroisoquinolin-2(1H)-yl)ethane-1,2-dione (80 mg, 0.163 mmol), 1H-1,2,4-triazole (45.0 mg, 0.651 mmol) and copper (20.69 mg, 0.326 mmol) in pyridine (1 mL) was heated at 145° C. for 10 hours, LCMS indicated the formation of desired product. The reaction mixture was filtered and the clear solution purified by prep. HPLC to give 1-(4-methoxy-7-(1H-1,2,4-triazol-1-yl)-1H-pyrrolo[2,3-c]pyridin-3-yl)-2-(5-(pyr... Reactants: CC(C)(C)[Si](C)(C)OC1CC=C(OS(=O)(=O)C(F)(F)F)CC1, O=C([O-])[O-], C1COCCO1, ClCCl, [K+], [K+], CN(C)C(=O)c1cc(B2OC(C)(C)C(C)(C)O2)ccc1N, O. The product is CN(C)C(=O)c1cc(C2=CCC(O[Si](C)(C)C(C)(C)C)CC2)ccc1N. As a reaction SMILES: [C:22]([CH3:23])([CH3:24])([CH3:25])[Si:26]([O:27][CH:28]1[CH2:29][CH:30]=[C:31]([O:34][S:35]([C:36]([F:37])([F:38])[F:39])(=[O:40])=[O:41])[CH2:32][CH2:33]1)([CH3:42])[CH3:43].[C:47](=[O:48])([O-:49])[O-:50].[CH2:53]1[O:54][CH2:55][CH2:56][O:57][CH2:58]1.[Cl:44][CH2:45][Cl:46].[K+:51].[K+:52].[NH2:1][c:2]1[c:3]([C:4](=[O:5])[N:6]([CH3:7])[CH3:8])[cH:9][c:10]([B:13]2[O:14][C:15]([CH3:16])([CH3:17])[C:18]([CH3:19])([CH3:20])[O:21]2)[cH:11][cH:12]1.[OH2:59]>>[NH2:1][c:2]1[c:3]([C:4](=[O:5])[N:6]([CH3:7])[CH3:8])[cH:9][c:10]([C:31]2=[CH:30][CH2:29][CH:28]([O:27][Si:26]([C:22]([CH3:23])([CH3:24])[CH3:25])([CH3:42])[CH3:43])[CH2:33][CH2:32]2)[cH:11][cH:12]1.